Dataset: the Open Reaction Database (ORD), a public repository of structured organic reaction records. Task: describe an organic reaction: reactants, conditions, products, and yield Yields the product CS(=O)(=O)Nn1c(=O)[nH]c2cc([N+](=O)[O-])c(-n3cccn3)cc2c1=O. Reactants: CS(=O)(=O)Nn1c(=O)[nH]c2cc([N+](=O)[O-])c(F)cc2c1=O, c1cn[nH]c1. As a reaction SMILES: [F:1][c:2]1[cH:3][c:4]2[c:5](=[O:21])[n:6]([NH:16][S:17](=[O:18])(=[O:19])[CH3:20])[c:7](=[O:15])[nH:8][c:9]2[cH:10][c:11]1[N+:12](=[O:13])[O-:14].[nH:22]1[n:23][cH:24][cH:25][cH:26]1>>[c:2]1(-[n:22]2[n:23][cH:24][cH:25][cH:26]2)[cH:3][c:4]2[c:5](=[O:21])[n:6]([NH:16][S:17](=[O:18])(=[O:19])[CH3:20])[c:7](=[O:15])[nH:8][c:9]2[cH:10][c:11]1[N+:12](=[O:13])[O-:14]. Reactants: Br, CCCCc1nc(Cl)c(CO)n1Cc1ccc(-c2ccccc2-c2nnn(C(C)(C)c3ccccc3)n2)cc1. Product: CCCCc1nc(Cl)c(CO)n1Cc1ccc(-c2ccccc2-c2nnn[nH]2)cc1. RXN SMILES: [BrH:40].[CH2:1]([CH2:2][CH2:3][CH3:4])[c:5]1[n:6][c:7]([Cl:39])[c:8]([CH2:37][OH:38])[n:9]1[CH2:10][c:11]1[cH:12][cH:13][c:14](-[c:17]2[c:18](-[c:23]3[n:24][n:25][n:26]([C:28]([CH3:29])([c:30]4[cH:31][cH:32][cH:33][cH:34][cH:35]4)[CH3:36])[n:27]3)[cH:19][cH:20][cH:21][cH:22]2)[cH:15][cH:16]1>>[CH2:1]([CH2:2][CH2:3][CH3:4])[c:5]1[n:6][c:7]([Cl:39])[c:8]([CH2:37][OH:38])[n:9]1[CH2:10][c:11]1[cH:12][cH:13][c:14](-[c:17]2[c:18](-[c:23]3[nH:24][n:25][n:26][n:27]3)[cH:19][cH:20][cH:21][cH:22]2)[cH:15][cH:16]1. Reactants: C(C)N(S(=O)(=O)C=1C=C(C(=O)NC=2SC3=C(C2C(=O)NC2=CC=C(C=C2)CCC2=CC=C(C(=O)OC)C=C2)CCCC3)C=CC1)[C@@H]1CC[C@H](CC1)C(=O)OC (methyl 4-(2-{4-[({2-[(3-{ethyl[trans-4-(methoxycarbonyl)cyclohexyl]sulfamoyl}benzoyl)amino]-4,5,6,7-tetrahydro-1-benzothiophen-3-yl}carbonyl)amino]phenyl}ethyl)benzoate), [OH-].[Na+] (sodium hydroxide). The solvent is C(C)O (ethanol). The product is C(=O)(O)[C@@H]1CC[C@H](CC1)N(S(=O)(=O)C=1C=C(C(=O)NC=2SC3=C(C2C(=O)NC2=CC=C(C=C2)CCC2=CC=C(C(=O)O)C=C2)CCCC3)C=CC1)CC (4-{2-[4-({[2-({3-[(trans-4-carboxycyclohexyl)(ethyl)sulfamoyl]benzoyl}amino)-4,5,6,7-tetrahydro-1-benzothiophen-3-yl]carbonyl}amino)phenyl]ethyl}benzoic acid). Isolated yield 70.2%. Reaction SMILES: [CH2:1]([N:3]([C@H:46]1[CH2:51][CH2:50][C@H:49]([C:52]([O:54]C)=[O:53])[CH2:48][CH2:47]1)[S:4]([C:7]1[CH:8]=[C:9]([CH:43]=[CH:44][CH:45]=1)[C:10]([NH:12][C:13]1[S:14][C:15]2[CH2:42][CH2:41][CH2:40][CH2:39][C:16]=2[C:17]=1[C:18]([NH:20][C:21]1[CH:26]=[CH:25][C:24]([CH2:27][CH2:28][C:29]2[CH:38]=[CH:37][C:32]([C:33]([O:35]C)=[O:34])=[CH:31][CH:30]=2)=[CH:23][CH:22]=1)=[O:19])=[O:11])(=[O:6])=[O:5])[CH3:2].[OH-].[Na+]>C(O)C>[C:52]([C@H:49]1[CH2:50][CH2:51][C@H:46]([N:3]([CH2:1][CH3:2])[S:4]([C:7]2[CH:8]=[C:9]([CH:43]=[CH:44][CH:45]=2)[C:10]([NH:12][C:13]2[S:14][C:15]3[CH2:42][CH2:41][CH2:40][CH2:39][C:16]=3[C:17]=2[C:18]([NH:20][C:21]2[CH:26]=[CH:25][C:24]([CH2:27][CH2:28][C:29]3[CH:30]=[CH:31][C:32]([C:33]([OH:35])=[O:34])=[CH:37][CH:38]=3)=[CH:23][CH:22]=2)=[O:19])=[O:11])(=[O:6])=[O:5])[CH2:47][CH2:48]1)([OH:54])=[O:53] |f:1.2|. Reported procedure: A mixture of 300 mg of methyl 4-(2-{4-[({2-[(3-{ethyl[trans-4-(methoxycarbonyl)cyclohexyl]sulfamoyl}benzoyl)amino]-4,5,6,7-tetrahydro-1-benzothiophen-3-yl}carbonyl)amino]phenyl}ethyl)benzoate, 1.5 mL of a 1.0 M aqueous sodium hydroxide solution, and 3.0 mL of ethanol was heated and refluxed overnight. The reaction mixture was concentrated under reduced pressure, and then to the obtained residue were added water, 300 mg of citric acid, and dichloromethane in this order, and the precipitate was co... Reactants: O=C1CCC(=O)N1Br, ClCCl, CS(=O)(=O)c1ccc(C(CC2CCCC2)C(=O)O)cc1Cl, Nc1ccc(Br)cn1, O, c1ccc(P(c2ccccc2)c2ccccc2)cc1, c1ccncc1. Product: CS(=O)(=O)c1ccc(C(CC2CCCC2)C(=O)Nc2ccc(Br)cn2)cc1Cl. RXN SMILES: [Br:20][N:21]1[C:22](=[O:23])[CH2:24][CH2:25][C:26]1=[O:27].[CH2:63]([Cl:64])[Cl:65].[Cl:28][c:29]1[cH:30][c:31]([CH:39]([C:40](=[O:41])[OH:42])[CH2:43][CH:44]2[CH2:45][CH2:46][CH2:47][CH2:48]2)[cH:32][cH:33][c:34]1[S:35](=[O:36])(=[O:37])[CH3:38].[NH2:49][c:50]1[n:51][cH:52][c:53]([Br:56])[cH:54][cH:55]1.[OH2:66].[c:1]1([P:2]([c:3]2[cH:4][cH:5][cH:6][cH:7][cH:8]2)[c:9]2[cH:10][cH:11][cH:12][cH:13][cH:14]2)[cH:15][cH:16][cH:17][cH:18][cH:19]1.[cH:57]1[cH:58][cH:59][n:60][cH:61][cH:62]1>>[Cl:28][c:29]1[cH:30][c:31]([CH:39]([C:40](=[O:42])[NH:49][c:50]2[n:51][cH:52][c:53]([Br:56])[cH:54][cH:55]2)[CH2:43][CH:44]2[CH2:45][CH2:46][CH2:47][CH2:48]2)[cH:32][cH:33][c:34]1[S:35](=[O:36])(=[O:37])[CH3:38].